From a dataset of the Open Reaction Database (ORD), a public repository of structured organic reaction records. describe an organic reaction: reactants, conditions, products, and yield Reactants: Cl (hydrogen chloride), C(C(C)C)C1=CC=C(C=C1)C(C1=CC=C(C=C1)CC(C)C)NC=1C=C(C(=O)C2=CN(C3=CC=CC=C23)CCCC(=O)O)C=CC1 (4-[3-[3-[bis(4-isobutylphenyl)methylamino]benzoyl]indol-1-yl]butyric acid). The solvent is C(C)(=O)OCC (ethyl acetate), C(C)(=O)OCC (ethyl acetate). Conditions: time 16 hour. Product: Cl.C(C(C)C)C1=CC=C(C=C1)C(C1=CC=C(C=C1)CC(C)C)NC=1C=C(C(=O)C2=CN(C3=CC=CC=C23)CCCC(=O)O)C=CC1 (4-[3-[3-[bis(4-isobutylphenyl)methylamino]benzoyl]indol-1-yl]butyric acid hydrochloride). As a reaction SMILES: [ClH:1].[CH2:2]([C:6]1[CH:11]=[CH:10][C:9]([CH:12]([NH:23][C:24]2[CH:25]=[C:26]([CH:44]=[CH:45][CH:46]=2)[C:27]([C:29]2[C:37]3[C:32](=[CH:33][CH:34]=[CH:35][CH:36]=3)[N:31]([CH2:38][CH2:39][CH2:40][C:41]([OH:43])=[O:42])[CH:30]=2)=[O:28])[C:13]2[CH:18]=[CH:17][C:16]([CH2:19][CH:20]([CH3:22])[CH3:21])=[CH:15][CH:14]=2)=[CH:8][CH:7]=1)[CH:3]([CH3:5])[CH3:4]>C(OCC)(=O)C>[ClH:1].[CH2:19]([C:16]1[CH:17]=[CH:18][C:13]([CH:12]([NH:23][C:24]2[CH:25]=[C:26]([CH:44]=[CH:45][CH:46]=2)[C:27]([C:29]2[C:37]3[C:32](=[CH:33][CH:34]=[CH:35][CH:36]=3)[N:31]([CH2:38][CH2:39][CH2:40][C:41]([OH:43])=[O:42])[CH:30]=2)=[O:28])[C:9]2[CH:8]=[CH:7][C:6]([CH2:2][CH:3]([CH3:5])[CH3:4])=[CH:11][CH:10]=2)=[CH:14][CH:15]=1)[CH:20]([CH3:21])[CH3:22] |f:3.4|. Procedure: A solution of 4N-hydrogen chloride (1.5 ml) in ethyl acetate was added to a solution of 4-[3-[3-[bis(4-isobutylphenyl)methylamino]benzoyl]indol-1-yl]butyric acid (3.0 g) in ethyl acetate (15 ml). The mixture was refrigerated for 16 hours to give 4-[3-[3-[bis(4-isobutylphenyl)methylamino]benzoyl]indol-1-yl]butyric acid hydrochloride as yellow crystals (3.1 g).